From a dataset of the Open Reaction Database (ORD), a public repository of structured organic reaction records. describe an organic reaction: reactants, conditions, products, and yield Reactants: O1C(=CC2=C1C=CC=C2)C(CN)O (2-(2-benzofuranyl)-2-hydroxyethanamine), C(=O)(OC)CCCOC1=CC=C(C=C1)CC(C)=O (1-(4-[3-carbomethoxypropoxy]phenyl)propan-2-one), C(=O)(OC)C=1C=C(OC2=CC=C(C=C2)C2C(C=CC=C2)(C)NCC(O)C=2OC3=C(C2)C=CC=C3)C=CC1 (N-[2-(4-(3-carbomethoxyphenoxy)phenyl)-1-methylphenyl]-2-(2-benzofuranyl)-2-hydroxyethanamine). The solvent is CCOCC (Et2O). The product is C(=O)(OC)CCCOC1=CC=C(C=C1)CC(C)NCC(O)C=1OC2=C(C1)C=CC=C2 (N-[2-(4-(3-Carbomethoxypropoxy)phenyl)-1-methylethyl]-2-(2-benzofuranyl)-2-hydroxyethanamine). RXN SMILES: O1C2C=CC=CC=2C=C1C(O)CN.C(CCCOC1C=CC(CC(=O)C)=CC=1)(OC)=O.[C:32]([C:36]1[CH:37]=[C:38](C=CC=1)[O:39][C:40]1[CH:45]=[CH:44][C:43]([CH:46]2C=CC=[CH:48][C:47]2([NH:53][CH2:54][CH:55]([C:57]2[O:58][C:59]3[CH:65]=[CH:64][CH:63]=[CH:62][C:60]=3[CH:61]=2)[OH:56])C)=[CH:42][CH:41]=1)([O:34][CH3:35])=[O:33]>CCOCC>[C:32]([CH2:36][CH2:37][CH2:38][O:39][C:40]1[CH:45]=[CH:44][C:43]([CH2:46][CH:47]([NH:53][CH2:54][CH:55]([C:57]2[O:58][C:59]3[CH:65]=[CH:64][CH:63]=[CH:62][C:60]=3[CH:61]=2)[OH:56])[CH3:48])=[CH:42][CH:41]=1)([O:34][CH3:35])=[O:33]. Procedure: By a method analogous to that described in Example 2 but using 2-(2-benzofuranyl)-2-hydroxyethanamine (4.54 g) and 1-(4-[3-carbomethoxypropoxy]phenyl)propan-2-one (6.41 g), N-[2-(4-(3-carbomethoxyphenoxy)phenyl)-1-methylphenyl]-2-(2-benzofuranyl)-2-hydroxyethanamine was prepared, m.p. 63°-70° (Et2O) as a 37:63 mixture of diastereoisomers. Reactants: C(=O)N1CCN(CC1)CC1=CC=C(C=C1)[N+](=O)[O-] (1-formyl-4-(4-nitrobenzyl)-piperazine), [BH4-].[Na+] (sodium borohydride). Reagents/catalysts: O.O.O.O.O.O.[Ni](Cl)Cl (nickel chloride hexahydrate). Solvent: CO (methanol). Conditions: temperature 0 celsius, time 30 minute. The product is C(=O)N1CCN(CC1)CC1=CC=C(C=C1)N (1-Formyl-4-(4-aminobenzyl)-piperazine). Isolated yield 101.0%. RXN SMILES: [CH:1]([N:3]1[CH2:8][CH2:7][N:6]([CH2:9][C:10]2[CH:15]=[CH:14][C:13]([N+:16]([O-])=O)=[CH:12][CH:11]=2)[CH2:5][CH2:4]1)=[O:2].[BH4-].[Na+]>O.O.O.O.O.O.[Ni](Cl)Cl.CO>[CH:1]([N:3]1[CH2:4][CH2:5][N:6]([CH2:9][C:10]2[CH:15]=[CH:14][C:13]([NH2:16])=[CH:12][CH:11]=2)[CH2:7][CH2:8]1)=[O:2] |f:1.2,3.4.5.6.7.8.9|. Reported procedure: A mixture comprising 9 g of 1-formyl-4-(4-nitrobenzyl)-piperazine, 180 ml of methanol and 14.6 of nickel chloride hexahydrate, was cooled in ice bath, and 4.6 g of sodium borohydride was slowly added thereto. The mixture was stirred at 0° C. for 30 minutes and further at room temperature for 30 minutes. The reaction solution was distilled off under reduced pressure, and the residue was dissolved by an addition of 200 ml of 10% hydrochloric acid, and adjusted to pH 10 with 28% aqueous ammonia. Th... Starting materials: COc1cc(CO)cc(OC)c1OC, CS(=O)(=O)Cl, CC#N, CCN(C(C)C)C(C)C. The product is COc1cc(COS(C)(=O)=O)cc(OC)c1OC. As a reaction SMILES: [CH3:1][O:2][c:3]1[cH:4][c:5]([CH2:6][OH:7])[cH:8][c:9]([O:13][CH3:14])[c:10]1[O:11][CH3:12].[CH3:24][S:25]([Cl:26])(=[O:27])=[O:28].[CH3:29][C:30]#[N:31].[CH:15]([N:16]([CH2:17][CH3:18])[CH:19]([CH3:20])[CH3:21])([CH3:22])[CH3:23]>>[CH3:1][O:2][c:3]1[cH:4][c:5]([CH2:6][O:7][S:25]([CH3:24])(=[O:27])=[O:28])[cH:8][c:9]([O:13][CH3:14])[c:10]1[O:11][CH3:12]. Starting materials: ClCCCl, CC(C)c1ccc(OCC(=O)O)cc1, NCc1nc(C(=O)NCCc2cccc(Cl)c2)cs1, CN(C)C=O, On1nnc2ccccc21. The product is CC(C)c1ccc(OCC(=O)NCc2nc(C(=O)NCCc3cccc(Cl)c3)cs2)cc1. As a reaction SMILES: [CH2:20]([Cl:21])[CH2:22][Cl:23].[CH:34]([CH3:35])([CH3:36])[c:37]1[cH:38][cH:39][c:40]([O:41][CH2:42][C:43](=[O:44])[OH:45])[cH:46][cH:47]1.[Cl:1][c:2]1[cH:3][c:4]([CH2:8][CH2:9][NH:10][C:11](=[O:12])[c:13]2[n:14][c:15]([CH2:18][NH2:19])[s:16][cH:17]2)[cH:5][cH:6][cH:7]1.[O:48]=[CH:49][N:50]([CH3:51])[CH3:52].[OH:24][n:25]1[c:26]2[c:27]([cH:28][cH:29][cH:30][cH:31]2)[n:32][n:33]1>>[Cl:1][c:2]1[cH:3][c:4]([CH2:8][CH2:9][NH:10][C:11](=[O:12])[c:13]2[n:14][c:15]([CH2:18][NH:19][C:43]([CH2:42][O:41][c:40]3[cH:39][cH:38][c:37]([CH:34]([CH3:35])[CH3:36])[cH:47][cH:46]3)=[O:44])[s:16][cH:17]2)[cH:5][cH:6][cH:7]1. Starting materials: N#Cc1ccccc1Br, COCCOC, [Cl-], [Cl-], [Li+], C1CCOC1, c1ccc(P(CCCP(c2ccccc2)c2ccccc2)c2ccccc2)cc1, Cl[Pd]Cl, Cc1ccc([Mg+])cc1. The product is Cc1ccc(-c2ccccc2C#N)cc1. As a reaction SMILES: [Br:9][c:10]1[c:11]([C:12]#[N:13])[cH:14][cH:15][cH:16][cH:17]1.[CH2:3]([CH2:4][O:5][CH3:6])[O:7][CH3:8].[Cl-:18].[Cl-:1].[Li+:2].[O:27]1[CH2:28][CH2:29][CH2:30][CH2:31]1.[P:35]([CH2:36][CH2:37][CH2:38][P:39]([c:40]1[cH:41][cH:42][cH:43][cH:44][cH:45]1)[c:46]1[cH:47][cH:48][cH:49][cH:50][cH:51]1)([c:52]1[cH:53][cH:54][cH:55][cH:56][cH:57]1)[c:58]1[cH:59][cH:60][cH:61][cH:62][cH:63]1.[Pd:32]([Cl:33])[Cl:34].[c:19]1([CH3:26])[cH:20][cH:21][c:22]([Mg+:25])[cH:23][cH:24]1>>[c:10]1(-[c:22]2[cH:21][cH:20][c:19]([CH3:26])[cH:24][cH:23]2)[c:11]([C:12]#[N:13])[cH:14][cH:15][cH:16][cH:17]1. The reactants are CCOCc1nc2c(N)nc(C)c(C)c2n1CCCN, O=C=NC1CC1c1ccccc1. Yields the product CCOCc1nc2c(N)nc(C)c(C)c2n1CCCNC(=O)NC1CC1c1ccccc1. Reaction SMILES: [NH2:13][CH2:14][CH2:15][CH2:16][n:17]1[c:18]([CH2:29][O:30][CH2:31][CH3:32])[n:19][c:20]2[c:21]([NH2:28])[n:22][c:23]([CH3:27])[c:24]([CH3:26])[c:25]12.[c:1]1([CH:7]2[CH:8]([N:10]=[C:11]=[O:12])[CH2:9]2)[cH:2][cH:3][cH:4][cH:5][cH:6]1>>[c:1]1([CH:7]2[CH:8]([NH:10][C:11](=[O:12])[NH:13][CH2:14][CH2:15][CH2:16][n:17]3[c:18]([CH2:29][O:30][CH2:31][CH3:32])[n:19][c:20]4[c:21]([NH2:28])[n:22][c:23]([CH3:27])[c:24]([CH3:26])[c:25]34)[CH2:9]2)[cH:2][cH:3][cH:4][cH:5][cH:6]1. Reactants: COC=1C=C(CBr)C=C(C1)OC (3,5-dimethoxybenzyl bromide), C(#C)[Si](C)(C)C (ethynyl trimethylsilane). Product: COC=1C=C(C=C(C1)OC)CC#C[Si](C)(C)C ((3-(3,5-dimethoxyphenyl)prop-1-ynyl)trimethylsilane), ( 4 ). As a reaction SMILES: [CH3:1][O:2][C:3]1[CH:4]=[C:5]([CH:8]=[C:9]([O:11][CH3:12])[CH:10]=1)[CH2:6]Br.[C:13]([Si:15]([CH3:18])([CH3:17])[CH3:16])#[CH:14]>>[CH3:1][O:2][C:3]1[CH:4]=[C:5]([CH2:6][C:14]#[C:13][Si:15]([CH3:18])([CH3:17])[CH3:16])[CH:8]=[C:9]([O:11][CH3:12])[CH:10]=1. Procedure details: In any or all of the above embodiments, converting the 3,5-methoxybenzoic acid to the (E)-5-(2-halo-3-iodoallyl)-1,3-phenylene bis(2,2-dimethylpropanoate) may include (1) reducing the 3,5-methoxybenzoic acid to produce 3,5-dimethoxybenzyl alcohol, (2) brominating the 3,5-dimethoxybenzyl alcohol to produce 3,5-dimethoxybenzyl bromide, (3) reacting the 3,5-dimethoxybenzyl bromide with ethynyl trimethylsilane to produce (3-(3,5-dimethoxyphenyl)prop-1-ynyl)trimethylsilane, (4) desilylating the (3-(3...